From a dataset of the Open Reaction Database (ORD), a public repository of structured organic reaction records. describe an organic reaction: reactants, conditions, products, and yield Starting materials: COC1=CC=C(C=C1)C=1N=NC(=CC1C1=CC=C(C=C1)OC)Cl (3,4-bis(4-methoxyphenyl)-6-chloropyridazine), [N+](=O)([O-])C1=CC=C(C=C1)O (4-nitrophenol). Yields the product COC1=CC=C(C=C1)C=1N=NC(=CC1C1=CC=C(C=C1)OC)OC1=CC=C(C=C1)[N+](=O)[O-] (3,4-bis(4-methoxyphenyl)-6-(4-nitrophenoxy)pyridazine), powder. Isolated yield 74.1%. Reaction SMILES: [CH3:1][O:2][C:3]1[CH:8]=[CH:7][C:6]([C:9]2[N:10]=[N:11][C:12](Cl)=[CH:13][C:14]=2[C:15]2[CH:20]=[CH:19][C:18]([O:21][CH3:22])=[CH:17][CH:16]=2)=[CH:5][CH:4]=1.[N+:24]([C:27]1[CH:32]=[CH:31][C:30]([OH:33])=[CH:29][CH:28]=1)([O-:26])=[O:25]>>[CH3:1][O:2][C:3]1[CH:8]=[CH:7][C:6]([C:9]2[N:10]=[N:11][C:12]([O:33][C:30]3[CH:31]=[CH:32][C:27]([N+:24]([O-:26])=[O:25])=[CH:28][CH:29]=3)=[CH:13][C:14]=2[C:15]2[CH:20]=[CH:19][C:18]([O:21][CH3:22])=[CH:17][CH:16]=2)=[CH:5][CH:4]=1. Reported procedure: In a similar manner as in Example 2, 3,4-bis(4-methoxyphenyl)-6-chloropyridazine (150 mg, 0.495 mmol) and 4-nitrophenol were reacted as starting materials at 150° C. for 15 hours and post-treatment was then conducted, whereby the title compound was obtained as a pale yellow crystalline powder (146.1 mg, 74.1%). Melting point: 197.7-201.1° C. (ethyl acetate-hexane). Starting materials: ClC1=C(C(=NC2=CC(=CC(=C12)F)F)C1=C(C=CC=C1)S(=O)(=O)C)C (4-chloro-5,7-difluoro-3-methyl-2-(2-(methylsulfonyl)phenyl)quinoline), O1CCN(CC1)C1=C(N)C=C(C=C1)N1CCOCC1 (2,5-dimorpholinoaniline). Solvent: C1(=CC=CC=C1)C (toluene). The product is N1(CCOCC1)C1=C(C=C(C=C1)N1CCOCC1)NC1=C(C(=NC2=CC(=CC(=C12)F)F)C1=C(C=CC=C1)S(=O)(=O)C)C (N-(2,5-di-4-morpholinylphenyl)-5,7-difluoro-3-methyl-2-(2-(methylsulfonyl)phenyl)-4-quinolinamine). RXN SMILES: Cl[C:2]1[C:11]2[C:6](=[CH:7][C:8]([F:13])=[CH:9][C:10]=2[F:12])[N:5]=[C:4]([C:14]2[CH:19]=[CH:18][CH:17]=[CH:16][C:15]=2[S:20]([CH3:23])(=[O:22])=[O:21])[C:3]=1[CH3:24].[O:25]1[CH2:30][CH2:29][N:28]([C:31]2[CH:37]=[CH:36][C:35]([N:38]3[CH2:43][CH2:42][O:41][CH2:40][CH2:39]3)=[CH:34][C:32]=2[NH2:33])[CH2:27][CH2:26]1>C1(C)C=CC=CC=1>[N:28]1([C:31]2[CH:37]=[CH:36][C:35]([N:38]3[CH2:39][CH2:40][O:41][CH2:42][CH2:43]3)=[CH:34][C:32]=2[NH:33][C:2]2[C:11]3[C:6](=[CH:7][C:8]([F:13])=[CH:9][C:10]=3[F:12])[N:5]=[C:4]([C:14]3[CH:19]=[CH:18][CH:17]=[CH:16][C:15]=3[S:20]([CH3:23])(=[O:22])=[O:21])[C:3]=2[CH3:24])[CH2:29][CH2:30][O:25][CH2:26][CH2:27]1. Procedure details: Prepared according to Procedure H using 4-chloro-5,7-difluoro-3-methyl-2-(2-(methylsulfonyl)phenyl)quinoline (39.0 mg, 0.110 mmol) and 2,5-dimorpholinoaniline in toluene to give N-(2,5-di-4-morpholinylphenyl)-5,7-difluoro-3-methyl-2-(2-(methylsulfonyl)phenyl)-4-quinolinamine. 1H NMR (CDCl3) δ ppm 8.21 (2H, d, J=7.6 Hz), 7.78 (1H, t, J=7.6 Hz), 7.69 (1H, t, J=7.2 Hz), 7.47 (1H, d, J=9.2 Hz), 7.40 (1H, d, J=7.4 Hz), 6.98-7.09 (2H, m), 6.40 (1H, br. s.), 6.24 (1H, br. s.), 3.90 (4H, m), 3.78 (4H, m... The reactants are TEA, C(C1=CC=C(OC)C=C1)(C1=CC=CC=C1)(C1=CC=CC=C1)Cl (MMTr-Cl), IC=1C(NC(N([C@H]2C[C@H](O)[C@@H](CO)O2)C1)=O)=O (5-iodo-2′-deoxyuridine). Solvent: N1=CC=CC=C1 (pyridine). Run at time 4 hour. Product: IC=1C(NC(N([C@H]2C[C@H](O)[C@@H](COC(C3=CC=C(C=C3)OC)(C3=CC=CC=C3)C3=CC=CC=C3)O2)C1)=O)=O (2′-deoxy-5-iodo-5′-O-(4-methoxytrityl)-uridine). As a reaction SMILES: [I:1][C:2]1[C:3](=[O:17])[NH:4][C:5](=[O:16])[N:6]([CH:15]=1)[C@@H:7]1[O:14][C@H:11]([CH2:12][OH:13])[C@@H:9]([OH:10])[CH2:8]1.[C:18](Cl)([C:33]1[CH:38]=[CH:37][CH:36]=[CH:35][CH:34]=1)([C:27]1[CH:32]=[CH:31][CH:30]=[CH:29][CH:28]=1)[C:19]1[CH:26]=[CH:25][C:22]([O:23][CH3:24])=[CH:21][CH:20]=1>N1C=CC=CC=1>[I:1][C:2]1[C:3](=[O:17])[NH:4][C:5](=[O:16])[N:6]([CH:15]=1)[C@@H:7]1[O:14][C@H:11]([CH2:12][O:13][C:18]([C:33]2[CH:38]=[CH:37][CH:36]=[CH:35][CH:34]=2)([C:27]2[CH:32]=[CH:31][CH:30]=[CH:29][CH:28]=2)[C:19]2[CH:20]=[CH:21][C:22]([O:23][CH3:24])=[CH:25][CH:26]=2)[C@@H:9]([OH:10])[CH2:8]1. Procedure: 2 g of 5-iodo-2′-deoxyuridine (5.65 mmole) was dissolved in 30 ml of pyridine, 5 ml of TEA and 2.16 g of MMTr-Cl (6.99 mmole) were sequentially added thereto, and stirred at room temperature for 4 hours. Then, pyridine was removed under a reduced pressure with a rotary evaporator, the residue was treated with a mixture of water and CH2Cl2, the CH2Cl2 layer was separated, dried under MgSO4, and then, CH2Cl2 was removed under a reduced pressure. The resulting residue was subjected to column chroma... The reactants are [OH-].[Na+] (sodium hydroxide), CN(C)CC1C(C2=C(OCC1)C=CC=C2)(O)CC2=CC(=CC=C2)OC ((4RS,5RS)-4-dimethylaminomethyl-5-(3-methoxybenzyl)-2,3,4,5-tetrahydro-benzo[b]oxepin-5-ol), Cl (hydrocloric acid). Yields the product Cl (hydrogen chloride), Cl.COC=1C=C(\C=C/2\C3=C(OCCC2CN(C)C)C=CC=C3)C=CC1 (E-(4RS)-[5-(3-Methoxybenzylidene)-2,3,4,5-tetrahydro-benzo[b]oxepin-4-ylmethyl]-dimethylamine hydrochloride). As a reaction SMILES: [CH3:1][N:2]([CH2:4][CH:5]1[CH2:11][CH2:10][O:9][C:8]2[CH:12]=[CH:13][CH:14]=[CH:15][C:7]=2[C:6]1([CH2:17][C:18]1[CH:23]=[CH:22][CH:21]=[C:20]([O:24][CH3:25])[CH:19]=1)O)[CH3:3].[ClH:26].[OH-].[Na+]>>[ClH:26].[ClH:26].[CH3:25][O:24][C:20]1[CH:19]=[C:18]([CH:23]=[CH:22][CH:21]=1)/[CH:17]=[C:6]1/[C:7]2[CH:15]=[CH:14][CH:13]=[CH:12][C:8]=2[O:9][CH2:10][CH2:11][CH:5]/1[CH2:4][N:2]([CH3:3])[CH3:1] |f:2.3,5.6|. Reported procedure: 1.00 g (4RS,5RS)-4-dimethylaminomethyl-5-(3-methoxybenzyl)-2,3,4,5-tetrahydro-benzo[b]oxepin-5-ol (see example 6) and 48 ml 6N hydrocloric acid were stirred at 20° C. for 24 h and at 50° C. for 8 h. The mixture was then rendered alkaline with 6N sodium hydroxide solution and extracted three times with 20 ml ethyl acetate each time. The extracts were washed with a saturated sodium chloride solution, dried over sodium sulfate and evaporated in vacuo. The residue was purified by column chromatograp... The reactants are BrCc1ccccn1, Br, O=C([O-])[O-], CC#N, Clc1ccc2c(c1)CNCc1nnc(C3CCC(Oc4ccccc4)CC3)n1-2, Cl, [K+], [K+]. Product: Clc1ccc2c(c1)CN(Cc1ccccn1)Cc1nnc(C3CCC(Oc4ccccc4)CC3)n1-2. As a reaction SMILES: [Br:37][CH2:38][c:39]1[n:40][cH:41][cH:42][cH:43][cH:44]1.[BrH:36].[C:30](=[O:31])([O-:32])[O-:33].[CH3:45][C:46]#[N:47].[Cl:2][c:3]1[cH:4][cH:5][c:6]2[c:7]([cH:29]1)[CH2:8][NH:9][CH2:10][c:11]1[n:12][n:13][c:14]([CH:16]3[CH2:17][CH2:18][CH:19]([O:22][c:23]4[cH:24][cH:25][cH:26][cH:27][cH:28]4)[CH2:20][CH2:21]3)[n:15]1-2.[ClH:1].[K+:34].[K+:35]>>[Cl:2][c:3]1[cH:4][cH:5][c:6]2[c:7]([cH:29]1)[CH2:8][N:9]([CH2:38][c:39]1[n:40][cH:41][cH:42][cH:43][cH:44]1)[CH2:10][c:11]1[n:12][n:13][c:14]([CH:16]3[CH2:17][CH2:18][CH:19]([O:22][c:23]4[cH:24][cH:25][cH:26][cH:27][cH:28]4)[CH2:20][CH2:21]3)[n:15]1-2. The reactants are B([O-])([O-])[O-].B([O-])([O-])[O-].B([O-])([O-])[O-].B([O-])([O-])[O-].B([O-])([O-])[O-].[Na+].[Na+].[Na+].[Na+].[Na+].[Na+].[Na+].[Na+].[Na+].[Na+].[Na+].[Na+].[Na+].[Na+].[Na+] (SPB), [Si]([O-])([O-])([O-])[O-].[Na+].[Na+].[Na+].[Na+] (sodium silicate), [O-]P1(=O)OP(=O)(OP(=O)(OP(=O)(OP(=O)(OP(=O)(O1)[O-])[O-])[O-])[O-])[O-].[Na+].[Na+].[Na+].[Na+].[Na+].[Na+] (sodium hexametaphosphate), [O-]P1(=O)OP(=O)(OP(=O)(OP(=O)(OP(=O)(OP(=O)(O1)[O-])[O-])[O-])[O-])[O-].[Na+].[Na+].[Na+].[Na+].[Na+].[Na+] (SHP). The product is [O-]P1(=O)OP(=O)(OP(=O)(OP(=O)(OP(=O)(OP(=O)(O1)[O-])[O-])[O-])[O-])[O-].[Na+].[Na+].[Na+].[Na+].[Na+].[Na+].[Si]([O-])([O-])([O-])[O-] (SHP silicate). RXN SMILES: B([O-])([O-])[O-].B([O-])([O-])[O-].B([O-])([O-])[O-].B([O-])([O-])[O-].B([O-])([O-])[O-].[Na+:21].[Na+].[Na+].[Na+].[Na+].[Na+].[Na+].[Na+].[Na+].[Na+].[Na+].[Na+].[Na+].[Na+].[Na+].[O-:36][P:37]1([O:54][P:52]([O-:55])(=[O:53])[O:51][P:49]([O-:56])(=[O:50])[O:48][P:46]([O-:57])(=[O:47])[O:45][P:43]([O-:58])(=[O:44])[O:42][P:40]([O-:59])(=[O:41])[O:39]1)=[O:38].[Na+].[Na+].[Na+].[Na+].[Na+].[Na+].[Si:66]([O-:70])([O-:69])([O-:68])[O-:67].[Na+].[Na+].[Na+].[Na+]>>[O-:59][P:40]1([O:39][P:37]([O-:38])(=[O:36])[O:54][P:52]([O-:55])(=[O:53])[O:51][P:49]([O-:56])(=[O:50])[O:48][P:46]([O-:57])(=[O:47])[O:45][P:43]([O-:58])(=[O:44])[O:42]1)=[O:41].[Na+:21].[Na+:21].[Na+:21].[Na+:21].[Na+:21].[Na+:21].[Si:66]([O-:70])([O-:69])([O-:68])[O-:67] |f:0.1.2.3.4.5.6.7.8.9.10.11.12.13.14.15.16.17.18.19,20.21.22.23.24.25.26,27.28.29.30.31,32.33.34.35.36.37.38.39|. Procedure details: In the film-forming system that we have found of particular advantage in carrying out our invention comprising a homogeneous solution of sodium silicate and a polysalt, the ratio of a polysalt solids to silicate solids should be between 0.02/1.0 and 3.0/1.0. If a solution of ammonium pentaborate and sodium silicate is used the solids would be 5 to 35% with 3 to 15% ammonium pentaborate (APB) with a ratio of APB solids to sodium silicate solids between 0.03:1 and 0.5:1 and preferably 0.06:1 and 0... Starting materials: C(C)(=O)OCC(COC(C)=O)NC(=O)C1=C(C(=C(C(=C1I)N1C(CCC1=O)CI)I)C(=O)NC(COC(C)=O)COC(C)=O)I (N,N'-bis[2-(acetyloxy)-1[(acetyloxy)methyl]ethyl]-5-[2-(iodomethyl)-5-oxo-1-pyrrolidinyl]-2,4,6-triiodo-1,3-benzenedicarboxamide), C(C)(=O)[O-].C(C)[N+](CC)(CC)CC (tetraethylammonium acetate). Run in C(C)#N (acetonitrile). Run at time 18 hour. Yields the product IC1=C(C(=CC(=C1C(=O)N)I)I)C(=O)N (2,4,6-triiodo-1,3-benzenedicarboxamide). The yield is 15.8%. RXN SMILES: C(OCC([NH:12][C:13]([C:15]1[C:20]([I:21])=[C:19](N2C(=O)CCC2CI)[C:18]([I:30])=[C:17]([C:31]([NH:33]C(COC(=O)C)COC(=O)C)=[O:32])[C:16]=1[I:45])=[O:14])COC(=O)C)(=O)C.C([O-])(=O)C.C([N+](CC)(CC)CC)C>C(#N)C>[I:45][C:16]1[C:17]([C:31]([NH2:33])=[O:32])=[C:18]([I:30])[CH:19]=[C:20]([I:21])[C:15]=1[C:13]([NH2:12])=[O:14] |f:1.2|. Reported procedure: To a solution of N,N'-bis[2-(acetyloxy)-1[(acetyloxy)methyl]ethyl]-5-[2-(iodomethyl)-5-oxo-1-pyrrolidinyl]-2,4,6-triiodo-1,3-benzenedicarboxamide (12.00 g, 110 mmol) in acetonitrile (150 ml) was added tetraethylammonium acetate (5.74 g, 22 mmol) and the mixture stirred at 50° for 18 hours. Acetonitrile was removed in vacuo at 60°, the residue dissolved in ethyl acetate (200 ml), and the resulting solution washed with brine (2×100 ml) and with water (100 ml). The ethyl acetate layer was dried and... The reactants are C([O-])(O)=O.[Na+] (sodium bicarbonate), CC1(CCCC(N1[O])(C)C)C (TEMPO), Cl[O-].[Na+] (Sodium hypochlorite), ClC1=NC=C(C(=N1)Cl)C(O)C1=C(C(=CC=C1OC)F)F (rac-(2,4-dichloro-pyrimidin-5-yl)-(2,3-difluoro-6-methoxy-phenyl)-methanol), ethyl acetate hexanes. Reagents/catalysts: [Br-].C(CCC)[N+](CCCC)(CCCC)CCCC (tetrabutylammonium bromide). Run in O (water), ClCCl (dichloromethane). Conditions: temperature 0 celsius. The product is ClC1=NC=C(C(=N1)Cl)C(=O)C1=C(C(=CC=C1OC)F)F ((2,4-dichloro-pyrimidin-5-yl)-(2,3-difluoro-6-methoxy-phenyl)-methanone). Yield: 85.5%. RXN SMILES: [Cl:1][C:2]1[N:7]=[C:6]([Cl:8])[C:5]([CH:9]([C:11]2[C:16]([O:17][CH3:18])=[CH:15][CH:14]=[C:13]([F:19])[C:12]=2[F:20])[OH:10])=[CH:4][N:3]=1.C(=O)(O)[O-].[Na+].CC1(C)N([O])C(C)(C)CCC1.Cl[O-].[Na+]>ClCCl.[Br-].C([N+](CCCC)(CCCC)CCCC)CCC.O>[Cl:1][C:2]1[N:7]=[C:6]([Cl:8])[C:5]([C:9]([C:11]2[C:16]([O:17][CH3:18])=[CH:15][CH:14]=[C:13]([F:19])[C:12]=2[F:20])=[O:10])=[CH:4][N:3]=1 |f:1.2,4.5,7.8,^1:29|. Procedure: A mixture of rac-(2,4-dichloro-pyrimidin-5-yl)-(2,3-difluoro-6-methoxy-phenyl)-methanol (20.5 g, 63.8 mmol, Example 287) in dichloromethane (180 mL) was chilled with stirring to 0° C. and added water (20 mL), sodium bicarbonate powder (2.42 g, 28.73 mmol, Aldrich), tetrabutylammonium bromide (0.617 g, 1.915 mmol, Aldrich), and 2,2,6,6-tetramethyl-1-piperidinyloxy, free radical (0.1 g, 0.638 mmol, TEMPO, Aldrich). Sodium hypochlorite solution (6.15%, Aldrich) was added portionwise until all start... Reactants: ClC1=C(C=CC(=C1)NC1=CC=C(C=C1)C(F)(F)F)C(=O)C1=C(C=CC(=C1)[N+](=O)[O-])C ([2-Chloro-4-(4-trifluoromethyl-phenylamino)-phenyl]-(2-methyl-5-nitro-phenyl)-methanone), BrC1=CC(=C(C=C1)C(=O)C1=C(C=CC(=C1)[N+](=O)[O-])C)Cl ((4-Bromo-2-chloro-phenyl)-(2-methyl-5-nitro-phenyl)-methanone), ClC1=C(N)C=CC(=C1)F (2-chloro-4-fluoroaniline). The product is ClC1=C(C=CC(=C1)NC1=C(C=C(C=C1)F)Cl)C(=O)C1=C(C=CC(=C1)[N+](=O)[O-])C ([2-Chloro-4-(2-chloro-4-fluoro-phenylamino)-phenyl]-(2-methyl-5-nitro-phenyl)-methanone). Reaction SMILES: ClC1C=C(NC2C=CC(C(F)(F)F)=CC=2)C=CC=1C(C1C=C([N+]([O-])=O)C=CC=1C)=O.Br[C:32]1[CH:37]=[CH:36][C:35]([C:38]([C:40]2[CH:45]=[C:44]([N+:46]([O-:48])=[O:47])[CH:43]=[CH:42][C:41]=2[CH3:49])=[O:39])=[C:34]([Cl:50])[CH:33]=1.[Cl:51][C:52]1[CH:58]=[C:57]([F:59])[CH:56]=[CH:55][C:53]=1[NH2:54]>>[Cl:50][C:34]1[CH:33]=[C:32]([NH:54][C:53]2[CH:55]=[CH:56][C:57]([F:59])=[CH:58][C:52]=2[Cl:51])[CH:37]=[CH:36][C:35]=1[C:38]([C:40]1[CH:45]=[C:44]([N+:46]([O-:48])=[O:47])[CH:43]=[CH:42][C:41]=1[CH3:49])=[O:39]. Procedure: The reaction was carried out similarly as described in the preparation of compound 414, using compound 402 (0.28 mmol) and 2-chloro-4-fluoroaniline (0.28 mmol). The crude product was purified by continuous gradient flash chromatography using MeOH/EtOAc 0:100 to 25:75 as the eluent to afford the title compound as yellow foam. Reactants: CCCCC1CN(Cc2cc(C)cc(OCC(=O)OC)c2)CCN1c1nc2ccc(OC(F)(F)F)cc2s1, CO, ClC(Cl)Cl, Cl, [Na+], C1CCOC1, [OH-], O. Product: CCCCC1CN(Cc2cc(C)cc(OCC(=O)O)c2)CCN1c1nc2ccc(OC(F)(F)F)cc2s1. RXN SMILES: [CH3:1][O:2][C:3]([CH2:4][O:5][c:6]1[cH:7][c:8]([CH2:13][N:14]2[CH2:15][CH:16]([CH2:34][CH2:35][CH2:36][CH3:37])[N:17]([c:20]3[s:21][c:22]4[c:23]([n:24]3)[cH:25][cH:26][c:27]([O:29][C:30]([F:31])([F:32])[F:33])[cH:28]4)[CH2:18][CH2:19]2)[cH:9][c:10]([CH3:12])[cH:11]1)=[O:38].[CH3:52][OH:53].[CH:47]([Cl:48])([Cl:49])[Cl:50].[ClH:46].[Na+:40].[O:41]1[CH2:42][CH2:43][CH2:44][CH2:45]1.[OH-:39].[OH2:51]>>[O:2]=[C:3]([CH2:4][O:5][c:6]1[cH:7][c:8]([CH2:13][N:14]2[CH2:15][CH:16]([CH2:34][CH2:35][CH2:36][CH3:37])[N:17]([c:20]3[s:21][c:22]4[c:23]([n:24]3)[cH:25][cH:26][c:27]([O:29][C:30]([F:31])([F:32])[F:33])[cH:28]4)[CH2:18][CH2:19]2)[cH:9][c:10]([CH3:12])[cH:11]1)[OH:38].